Dataset: the Open Reaction Database (ORD), a public repository of structured organic reaction records. Task: describe an organic reaction: reactants, conditions, products, and yield Reactants: CCOC(=O)CBr, COc1cc(C(=O)c2c(C)c(OC)c3ccccn23)ccc1N. The product is CCOC(=O)CNc1ccc(C(=O)c2c(C)c(OC)c3ccccn23)cc1OC. RXN SMILES: [Br:24][CH2:25][C:26](=[O:27])[O:28][CH2:29][CH3:30].[NH2:1][c:2]1[c:3]([O:22][CH3:23])[cH:4][c:5]([C:8](=[O:9])[c:10]2[c:11]([CH3:21])[c:12]([O:19][CH3:20])[c:13]3[cH:14][cH:15][cH:16][cH:17][n:18]23)[cH:6][cH:7]1>>[NH:1]([c:2]1[c:3]([O:22][CH3:23])[cH:4][c:5]([C:8](=[O:9])[c:10]2[c:11]([CH3:21])[c:12]([O:19][CH3:20])[c:13]3[cH:14][cH:15][cH:16][cH:17][n:18]23)[cH:6][cH:7]1)[CH2:25][C:26](=[O:27])[O:28][CH2:29][CH3:30]. As a reaction SMILES: [Br:11][Mg:12][c:13]1[cH:14][cH:15][cH:16][cH:17][cH:18]1.[F:1][c:2]1[c:3]([CH:4]=[O:5])[cH:6][c:7]([Br:10])[cH:8][cH:9]1.[O:19]1[CH2:20][CH2:21][CH2:22][CH2:23]1>>[F:1][c:2]1[c:3]([CH:4]([OH:5])[c:13]2[cH:14][cH:15][cH:16][cH:17][cH:18]2)[cH:6][c:7]([Br:10])[cH:8][cH:9]1. Starting materials: Br[Mg]c1ccccc1, O=Cc1cc(Br)ccc1F, C1CCOC1. The product is OC(c1ccccc1)c1cc(Br)ccc1F. Starting materials: CCC(C)(C)Cc1cn(C(c2ccccc2)(c2ccccc2)c2ccccc2)c(CCc2ccc(-c3ccccc3OCc3nnc[nH]3)cc2)n1, O=C(O)C(F)(F)F. Yields the product CCC(C)(C)Cc1c[nH]c(CCc2ccc(-c3ccccc3OCc3nnc[nH]3)cc2)n1. RXN SMILES: [CH3:1][C:2]([CH2:3][c:4]1[n:5][c:6]([CH2:28][CH2:29][c:30]2[cH:31][cH:32][c:33](-[c:36]3[c:37]([O:42][CH2:43][c:44]4[n:45][n:46][cH:47][nH:48]4)[cH:38][cH:39][cH:40][cH:41]3)[cH:34][cH:35]2)[n:7]([C:9]([c:10]2[cH:11][cH:12][cH:13][cH:14][cH:15]2)([c:16]2[cH:17][cH:18][cH:19][cH:20][cH:21]2)[c:22]2[cH:23][cH:24][cH:25][cH:26][cH:27]2)[cH:8]1)([CH2:49][CH3:50])[CH3:51].[F:52][C:53]([F:54])([F:55])[C:56]([OH:57])=[O:58]>>[CH3:1][C:2]([CH2:3][c:4]1[n:5][c:6]([CH2:28][CH2:29][c:30]2[cH:31][cH:32][c:33](-[c:36]3[c:37]([O:42][CH2:43][c:44]4[n:45][n:46][cH:47][nH:48]4)[cH:38][cH:39][cH:40][cH:41]3)[cH:34][cH:35]2)[nH:7][cH:8]1)([CH2:49][CH3:50])[CH3:51]. Reaction SMILES: [CH2:1]([CH3:2])[O:3][C:4]([CH2:5][CH:6]1[c:7]2[c:8]([cH:12][c:13]([O:18][c:19]3[n:20][cH:21][cH:22][n:23][cH:24]3)[cH:14][c:15]2[CH2:16][CH3:17])[B:9]([OH:11])[O:10]1)=[O:25].[CH2:29]1[O:30][CH2:31][CH2:32][CH2:33]1.[ClH:28].[Li+:27].[OH-:26].[OH2:34]>>[O:3]=[C:4]([CH2:5][CH:6]1[c:7]2[c:8]([cH:12][c:13]([O:18][c:19]3[n:20][cH:21][cH:22][n:23][cH:24]3)[cH:14][c:15]2[CH2:16][CH3:17])[B:9]([OH:11])[O:10]1)[OH:25]. Product: CCc1cc(Oc2cnccn2)cc2c1C(CC(=O)O)OB2O. Reactants: CCOC(=O)CC1OB(O)c2cc(Oc3cnccn3)cc(CC)c21, C1CCOC1, Cl, [Li+], [OH-], O. Reactants: N, CC(c1ccc(-c2cccc(C(=O)O)n2)cc1)N1CCC(CC(C)(C)O)(c2ccccc2)OC1=O. Yields the product CC(c1ccc(-c2cccc(C(N)=O)n2)cc1)N1CCC(CC(C)(C)O)(c2ccccc2)OC1=O. Reaction SMILES: [NH3:36].[OH:1][C:2]([CH2:3][C:4]1([c:28]2[cH:29][cH:30][cH:31][cH:32][cH:33]2)[CH2:5][CH2:6][N:7]([CH:11]([CH3:12])[c:13]2[cH:14][cH:15][c:16](-[c:19]3[cH:20][cH:21][cH:22][c:23]([C:25](=[O:26])[OH:27])[n:24]3)[cH:17][cH:18]2)[C:8](=[O:10])[O:9]1)([CH3:34])[CH3:35]>>[OH:1][C:2]([CH2:3][C:4]1([c:28]2[cH:29][cH:30][cH:31][cH:32][cH:33]2)[CH2:5][CH2:6][N:7]([CH:11]([CH3:12])[c:13]2[cH:14][cH:15][c:16](-[c:19]3[cH:20][cH:21][cH:22][c:23]([C:25](=[O:26])[NH2:36])[n:24]3)[cH:17][cH:18]2)[C:8](=[O:10])[O:9]1)([CH3:34])[CH3:35]. Starting materials: C(COCCO)O (diethylene glycol), N-cyclohexyl-N',N',N",N"-tetramethylguanidine, C1(=CC=CC=C1)C1=CC=CC=C1 (biphenyl), C(=O)=O (carbon dioxide), C(=O)=O (CO2), C(C=C)Cl (allyl chloride), C(=O)=O (carbon dioxide), C(C=C)Cl (allyl chloride), C(=O)=O (CO2), C(N)([O-])=O (carbamate). The solvent is C(C)OCC (diethyl ether), CC#N (CH3CN), CC#N (CH3CN). Run at temperature 55 celsius. The product is C(COCCO)O.C(C=C)OC(OCC=C)=O (Di-ethylene glycol bis-allylcarbonate). The yield is 84.0%. RXN SMILES: [CH2:1]([OH:7])[CH2:2][O:3][CH2:4][CH2:5][OH:6].C1([C:14]2[CH:19]=[CH:18]C=CC=2)C=CC=CC=1.[C:20](=[O:22])=[O:21].[CH2:23](Cl)[CH:24]=[CH2:25].C(=O)([O-:29])N>CC#N.C(OCC)C>[CH2:1]([OH:7])[CH2:2][O:3][CH2:4][CH2:5][OH:6].[CH2:23]([O:21][C:20](=[O:29])[O:22][CH2:18][CH:19]=[CH2:14])[CH:24]=[CH2:25] |f:7.8|. Reported procedure: A Fischer Porter bottle was charged with 1.06 g (0.01 mol) diethylene glycol, 5.3 g (0.027 mol) N-cyclohexyl-N',N',N",N"-tetramethylguanidine, 154 mg biphenyl as G.C. internal standard and 20 mL CH3CN. The Fischer-Porter bottle was attached to a pressure head and at room temperature with stirring was added 80 psig carbon dioxide. Addition of CO2 resulted in an exothermic reaction with a rise in temperature to ca. 40° C. Into a second Fischer-Porter bottle was added 4.6 g (0.06 mol) allyl chlorid...